Dataset: the Open Reaction Database (ORD), a public repository of structured organic reaction records. Task: describe an organic reaction: reactants, conditions, products, and yield Reactants: c1ccc(COCC2CN2C(c2ccccc2)(c2ccccc2)c2ccccc2)cc1, CC[SiH](CC)CC, ClCCl, O=C(O)C(F)(F)F. The product is c1ccc(COCC2CN2)cc1. As a reaction SMILES: [CH2:1]([c:2]1[cH:3][cH:4][cH:5][cH:6][cH:7]1)[O:8][CH2:9][CH:10]1[N:11]([C:13]([c:14]2[cH:15][cH:16][cH:17][cH:18][cH:19]2)([c:20]2[cH:21][cH:22][cH:23][cH:24][cH:25]2)[c:26]2[cH:27][cH:28][cH:29][cH:30][cH:31]2)[CH2:12]1.[CH2:42]([SiH:43]([CH2:44][CH3:45])[CH2:46][CH3:47])[CH3:48].[Cl:32][CH2:33][Cl:34].[OH:35][C:36]([C:37]([F:38])([F:39])[F:40])=[O:41]>>[CH2:1]([c:2]1[cH:3][cH:4][cH:5][cH:6][cH:7]1)[O:8][CH2:9][CH:10]1[NH:11][CH2:12]1. Starting materials: CO, [H][H], O=C1Nc2ncccc2CN1C1CCN(Cc2ccccc2)CC1. Product: O=C1Nc2ncccc2CN1C1CCNCC1. RXN SMILES: [CH3:27][OH:28].[H:25][H:26].[c:1]1([CH2:2][N:8]2[CH2:9][CH2:10][CH:11]([N:14]3[C:15](=[O:24])[NH:16][c:17]4[c:18]([cH:20][cH:21][cH:22][n:23]4)[CH2:19]3)[CH2:12][CH2:13]2)[cH:3][cH:4][cH:5][cH:6][cH:7]1>>[NH:8]1[CH2:9][CH2:10][CH:11]([N:14]2[C:15](=[O:24])[NH:16][c:17]3[c:18]([cH:20][cH:21][cH:22][n:23]3)[CH2:19]2)[CH2:12][CH2:13]1. Starting materials: S(=O)(=O)(O)O[C@H](CCl)[C@@H](CCl)O (1,4-dichlorobutan-2(S),3(S)-diol sulfate), [K].C1(C=2C(C(N1)=O)=CC=CC2)=O (phthalimide potassium salt). The solvent is CN(C)C=O (DMF). Reaction conditions: time 1 hour. The product is ClC[C@H]([C@H](CCl)N1C(C=2C(C1=O)=CC=CC2)=O)O (N-(1,4-Dichloro-2(S)-hydroxy-3(R)-butyl)phthalimide). Yield: 104.7%. As a reaction SMILES: S([O:5][C@@H:6]([C@H:9](O)[CH2:10][Cl:11])[CH2:7][Cl:8])(O)(=O)=O.[K].[C:14]1(=[O:24])[NH:18][C:17](=[O:19])[C:16]2=[CH:20][CH:21]=[CH:22][CH:23]=[C:15]12>CN(C=O)C>[Cl:8][CH2:7][C@@H:6]([OH:5])[C@@H:9]([N:18]1[C:17](=[O:19])[C:16]2=[CH:20][CH:21]=[CH:22][CH:23]=[C:15]2[C:14]1=[O:24])[CH2:10][Cl:11] |f:1.2,^1:12|. Procedure: A mixture of 1,4-dichlorobutan-2(S),3(S)-diol sulfate (57.2 mg, 0.258 mmol) and phthalimide potassium salt (51.4 mg, 0.272 mmol) in dry DMF (1.3 mL) was stirred under nitrogen atmosphere at rt for 1 h. Solvent was removed under reduced pressure. The residue was dissolved with dry THF (3 mL). To the resulting solution were added conc. H2SO4 (13 μl) and water (5 μl). After 30 min excess sodium bicarbonate (˜52 mg) was added and the reaction mixture was stirred for 30 min. Filtration through a Celi... The reactants are ClC1=CC(=NC=2N1N=C(C2S(=O)(=O)C2=CC=C(C=C2)C)SC)C (7-chloro-5-methyl-2-methylsulphanyl-3-(toluene-4-sulphonyl) -pyrazolo[1,5-a]pyrimidine), CN (methylamine). Run in CCO (EtOH). Yields the product CNC1=CC(=NC=2N1N=C(C2S(=O)(=O)C2=CC=C(C=C2)C)SC)C (methyl-[5-methyl-2-methylsulphanyl-3-(toluene-4-sulphonyl)-pyrazolo[1,5-a]pyrimidin-7-yl]-amine). As a reaction SMILES: Cl[C:2]1[N:7]2[N:8]=[C:9]([S:21][CH3:22])[C:10]([S:11]([C:14]3[CH:19]=[CH:18][C:17]([CH3:20])=[CH:16][CH:15]=3)(=[O:13])=[O:12])=[C:6]2[N:5]=[C:4]([CH3:23])[CH:3]=1.[CH3:24][NH2:25]>CCO>[CH3:24][NH:25][C:2]1[N:7]2[N:8]=[C:9]([S:21][CH3:22])[C:10]([S:11]([C:14]3[CH:19]=[CH:18][C:17]([CH3:20])=[CH:16][CH:15]=3)(=[O:13])=[O:12])=[C:6]2[N:5]=[C:4]([CH3:23])[CH:3]=1. Reported procedure: In an analogous manner to that described in Example 3, from 7-chloro-5-methyl-2-methylsulphanyl-3-(toluene-4-sulphonyl) -pyrazolo[1,5-a]pyrimidine and methylamine in EtOH there was obtained methyl-[5-methyl-2-methylsulphanyl-3-(toluene-4-sulphonyl)-pyrazolo[1,5-a]pyrimidin-7-yl]-amine as colorless crystals, m.p. >230°. The reactants are Cn1c(=O)[nH]c2c(c1=O)CN(Cc1ccccc1)CC2, ClCCl. Product: Cn1c(=O)[nH]c2c(c1=O)CN(Cc1ccccc1)CC2, Cl. RXN SMILES: [CH2:1]([c:2]1[cH:3][cH:4][cH:5][cH:6][cH:7]1)[N:8]1[CH2:9][c:10]2[c:11]([nH:12][c:13](=[O:18])[n:14]([CH3:17])[c:15]2=[O:16])[CH2:19][CH2:20]1.[Cl:21][CH2:22][Cl:23]>>[CH2:1]([c:2]1[cH:3][cH:4][cH:5][cH:6][cH:7]1)[N:8]1[CH2:9][c:10]2[c:11]([nH:12][c:13](=[O:18])[n:14]([CH3:17])[c:15]2=[O:16])[CH2:19][CH2:20]1.[ClH:21]. Reactants: Cc1ccccc1, NCCCO, O=C1OC(=O)c2c1cc1ccc3c(c1c2-c1ccc2c(c1)OCO2)OCO3, O. Yields the product O=C1c2cc3ccc4c(c3c(-c3ccc5c(c3)OCO5)c2C(=O)N1CCCO)OCO4. As a reaction SMILES: [CH3:34][c:35]1[cH:36][cH:37][cH:38][cH:39][cH:40]1.[NH2:1][CH2:2][CH2:3][CH2:4][OH:5].[O:6]1[CH2:7][O:8][c:9]2[c:10]1[cH:11][cH:12][c:13](-[c:15]1[c:16]3[c:17]([cH:18][c:19]4[cH:20][cH:21][c:22]5[c:23]([c:27]14)[O:24][CH2:25][O:26]5)[C:28](=[O:32])[O:29][C:30]3=[O:31])[cH:14]2.[OH2:33]>>[N:1]1([CH2:2][CH2:3][CH2:4][OH:5])[C:28](=[O:32])[c:17]2[c:16]([c:15](-[c:13]3[cH:12][cH:11][c:10]4[c:9]([cH:14]3)[O:8][CH2:7][O:6]4)[c:27]3[c:19]([cH:18]2)[cH:20][cH:21][c:22]2[c:23]3[O:24][CH2:25][O:26]2)[C:30]1=[O:29]. As a reaction SMILES: [CH2:1]([Li])CCC.CCCCCC.[C:12]([NH:22][C@H:23]([CH:28]=O)[CH2:24][CH:25]([CH3:27])[CH3:26])([O:14][CH2:15][C:16]1[CH:21]=[CH:20][CH:19]=[CH:18][CH:17]=1)=[O:13].[Cl-].[NH4+]>[Br-].C[P+](C1C=CC=CC=1)(C1C=CC=CC=1)C1C=CC=CC=1.O1CCCC1>[C:12]([NH:22][C@@H:23]([CH2:24][CH:25]([CH3:27])[CH3:26])[CH:28]=[CH2:1])([O:14][CH2:15][C:16]1[CH:21]=[CH:20][CH:19]=[CH:18][CH:17]=1)=[O:13] |f:3.4,5.6|. Reaction conditions: time 1 hour. Run in O1CCCC1 (tetrahydrofuran), O1CCCC1 (tetrahydrofuran). Reactants: C(=O)(OCC1=CC=CC=C1)N[C@@H](CC(C)C)C=O (N-carbobenzoxy-L-leucinal), C(CCC)[Li] (n-butyl lithium), CCCCCC (hexane), [Cl-].[NH4+] (ammonium chloride). Yields the product C(=O)(OCC1=CC=CC=C1)N[C@H](C=C)CC(C)C ((3S)-3-carbobenzoxyamino-5-methyl-1-hexene). The reagents and catalysts are [Br-].C[P+](C1=CC=CC=C1)(C1=CC=CC=C1)C1=CC=CC=C1 (methyltriphenylphosphonium bromide). Procedure details: To a solution of 12 g of methyltriphenylphosphonium bromide in 100 ml of dry tetrahydrofuran was added 19.5 ml of n-butyl lithium (as a 1.6 mole hexane solution) under an argon atmosphere, and the mixture was stirred for 1 hour at room temperature. The reaction mixture was cooled below 5° C., and a solution of 7.5 g of N-carbobenzoxy-L-leucinal in 20 ml of dry tetrahydrofuran was added to the reaction mixture. The mixture was stirred for 1 hour at room temperature. An aqueous ammonium chloride s...